This data is from the Open Reaction Database (ORD), a public repository of structured organic reaction records. The task is: describe an organic reaction: reactants, conditions, products, and yield Reactants: O (water), ClC=1N=C(C=C2C(C(=CNC12)C(=O)OCC)=O)C (Ethyl 8-chloro-6-methyl-4-oxo-1,4-dihydro[1,7]naphthyridine-3-carboxylate), IC (iodomethane), C(=O)([O-])[O-].[K+].[K+] (K2CO3). Run in CN(C)C=O (DMF). Reaction conditions: time 5 hour. The product is ClC=1N=C(C=C2C(C(=CN(C12)C)C(=O)OCC)=O)C (Ethyl 8-Chloro-1,6-dimethyl-4-oxo-1,4-dihydro[1,7]naphthyridine-3-carboxylate). Yield: 36.8%. RXN SMILES: [Cl:1][C:2]1[N:3]=[C:4]([CH3:18])[CH:5]=[C:6]2[C:11]=1[NH:10][CH:9]=[C:8]([C:12]([O:14][CH2:15][CH3:16])=[O:13])[C:7]2=[O:17].[C:19]([O-])([O-])=O.[K+].[K+].IC.O>CN(C=O)C>[Cl:1][C:2]1[N:3]=[C:4]([CH3:18])[CH:5]=[C:6]2[C:11]=1[N:10]([CH3:19])[CH:9]=[C:8]([C:12]([O:14][CH2:15][CH3:16])=[O:13])[C:7]2=[O:17] |f:1.2.3|. Reported procedure: Ethyl 8-chloro-6-methyl-4-oxo-1,4-dihydro[1,7]naphthyridine-3-carboxylate (Preparation 43, 1.86 g) is dissolved in DMF (20 mL) and K2CO3 (2.4 g) is added followed by iodomethane (1.28 g) at room temperature. The mixture is stirred for 5 hours and then added to water (120 mL). The solid is washed with additional water, collected and dried under high vacuum to obtain 0.72 g (37%) of the title compound as a pale green powder. Physical characteristics: MS (ESI+) m/z 281 (M+H). Starting materials: ClC1=C(C=CC=C1)N=C=O (o-chlorophenyl isocyanate), N1(C=NC=C1)CCCCN (1H-imidazole-1-butanamine). Run in C1(=CC=CC=C1)C (toluene), C1(=CC=CC=C1)C (toluene). The product is ClC1=C(C=CC=C1)NC(=O)NCCCCN1C=NC=C1 (N-(2-Chlorophenyl)-N'-[4-(-1H-imidazol-1-yl)butyl]urea). RXN SMILES: [Cl:1][C:2]1[CH:7]=[CH:6][CH:5]=[CH:4][C:3]=1[N:8]=[C:9]=[O:10].[N:11]1([CH2:16][CH2:17][CH2:18][CH2:19][NH2:20])[CH:15]=[CH:14][N:13]=[CH:12]1>C1(C)C=CC=CC=1>[Cl:1][C:2]1[CH:7]=[CH:6][CH:5]=[CH:4][C:3]=1[NH:8][C:9]([NH:20][CH2:19][CH2:18][CH2:17][CH2:16][N:11]1[CH:15]=[CH:14][N:13]=[CH:12]1)=[O:10]. Procedure: A solution of 2.30 g. of o-chlorophenyl isocyanate in 30 ml. of toluene was added with stirring to a solution of 2.09 g. of 1H-imidazole-1-butanamine in 20 ml. of toluene and the mixture was allowed to stir overnight and them evaporates to a crystalline residue. The crystals were dissolved in methylene chloride and purified by HPLC (silica gel column, eluted with 10% ethanol/ethyl acetate) to obtain the desired compound, mp. 87°-88° C. Reactants: Cl (hydrochloric acid), C(C)(=O)N1N=CC2=CC=C(C=C12)OC1=C(C=C(C=C1F)C(F)(F)F)Cl (1-Acetyl-6-(2-chloro-6-fluoro-4-trifluoromethylphenoxy) indazole). Procedure: 1-Acetyl-6-(2-chloro-6-fluoro-4-trifluoromethylphenoxy) indazole (2.05 g) was stirred and heated under reflux with methanol (10 cm3) and concentrated hydrochloric acid (6 cm3) for 2 hours and then left to stand at room temperature for 48 hours. The solvent was removed under vacuum and the residue partitioned between ethyl acetate and saturated sodium bicarbonate. The organic phase was washed with water, dried (MgSO4), filtered and the solvent removed from the filtrate under vacuum. The residue, ... RXN SMILES: C([N:4]1[C:12]2[C:7](=[CH:8][CH:9]=[C:10]([O:13][C:14]3[C:19]([F:20])=[CH:18][C:17]([C:21]([F:24])([F:23])[F:22])=[CH:16][C:15]=3[Cl:25])[CH:11]=2)[CH:6]=[N:5]1)(=O)C.Cl>CO>[Cl:25][C:15]1[CH:16]=[C:17]([C:21]([F:22])([F:23])[F:24])[CH:18]=[C:19]([F:20])[C:14]=1[O:13][C:10]1[CH:11]=[C:12]2[C:7]([CH:6]=[N:5][NH:4]2)=[CH:8][CH:9]=1. Run at time 48 hour. Product: ClC1=C(OC2=CC=C3C=NNC3=C2)C(=CC(=C1)C(F)(F)F)F (6-(2-chloro-6-fluoro-4-trifluoromethylphenoxy)indazole). Yield: 72.6%. Solvent: CO (methanol). The product is C(C)N1C(N(CC=2C1=NC(=NC2)NC2CCC(CC2)O)C2=C(C(=CC(=C2)OC)OC)F)=O (1-Ethyl-3-(2-fluoro-3,5-dimethoxy-phenyl)-7-(4-hydroxy-cyclohexylamino)-3,4-dihydro-1H-pyrimido[4,5-d]pyrimidin-2-one). Procedure: A flask was charged with 0.312 g (0.79 mmol) of 1-Ethyl-3-(2-fluoro-3,5-dimethoxy-phenyl)-7-methanesulfinyl-3,4-dihydro-1H-pyrimido[4,5-d]pyrimidin-2-one, 15 mL dioxane, and 0.273 g (2.37 mmol) of trans-4-Aminocyclohexanol, and the mixture was heated 48 hours at 95° C. The dioxane was removed under reduced pressure, and the crude residue was purified directly via column chromatography (20:1 dichloromethane/methanol). This procedure gave 0.215 g (66%) of 1-Ethyl-3-(2-fluoro-3,5-dimethoxy-phenyl)-... Reaction conditions: temperature 95 celsius. The yield is 61.1%. As a reaction SMILES: [CH2:1]([N:3]1[C:8]2=[N:9][C:10](S(C)=O)=[N:11][CH:12]=[C:7]2[CH2:6][N:5]([C:16]2[CH:21]=[C:20]([O:22][CH3:23])[CH:19]=[C:18]([O:24][CH3:25])[C:17]=2[F:26])[C:4]1=[O:27])[CH3:2].[NH2:28][C@H:29]1[CH2:34][CH2:33][C@H:32]([OH:35])[CH2:31][CH2:30]1>O1CCOCC1>[CH2:1]([N:3]1[C:8]2=[N:9][C:10]([NH:28][CH:29]3[CH2:34][CH2:33][CH:32]([OH:35])[CH2:31][CH2:30]3)=[N:11][CH:12]=[C:7]2[CH2:6][N:5]([C:16]2[CH:21]=[C:20]([O:22][CH3:23])[CH:19]=[C:18]([O:24][CH3:25])[C:17]=2[F:26])[C:4]1=[O:27])[CH3:2]. The reactants are C(C)N1C(N(CC=2C1=NC(=NC2)S(=O)C)C2=C(C(=CC(=C2)OC)OC)F)=O (1-Ethyl-3-(2-fluoro-3,5-dimethoxy-phenyl)-7-methanesulfinyl-3,4-dihydro-1H-pyrimido[4,5-d]pyrimidin-2-one), N[C@@H]1CC[C@H](CC1)O (trans-4-Aminocyclohexanol). Run in O1CCOCC1 (dioxane). Reactants: CS(=O)(=O)Cc1ccc(C(=O)Nc2ccc(Cl)c(-c3ccccn3)c2)cc1O, CCI. Product: CCOc1cc(C(=O)Nc2ccc(Cl)c(-c3ccccn3)c2)ccc1CS(C)(=O)=O. RXN SMILES: [Cl:1][c:2]1[c:3](-[c:23]2[n:24][cH:25][cH:26][cH:27][cH:28]2)[cH:4][c:5]([NH:8][C:9]([c:10]2[cH:11][c:12]([OH:21])[c:13]([CH2:16][S:17](=[O:18])(=[O:19])[CH3:20])[cH:14][cH:15]2)=[O:22])[cH:6][cH:7]1.[I:29][CH2:30][CH3:31]>>[Cl:1][c:2]1[c:3](-[c:23]2[n:24][cH:25][cH:26][cH:27][cH:28]2)[cH:4][c:5]([NH:8][C:9]([c:10]2[cH:11][c:12]([O:21][CH2:30][CH3:31])[c:13]([CH2:16][S:17](=[O:18])(=[O:19])[CH3:20])[cH:14][cH:15]2)=[O:22])[cH:6][cH:7]1. The reactants are [Cl-].[NH4+] (ammonium chloride), C(C1=CC=CC=C1)OC1=C(CNC2=CC=C(C(N2)=O)C(=O)OCC)C=C(C=C1)Br (ethyl 6-[2-benzyloxy-5-bromobenzylamino]-2-oxo-1,2-dihydropyridine-3-carboxylate), C([O-])([O-])=O.[Na+].[Na+] (sodium carbonate), C(C=C)Br (allyl bromide). Solvent: CN(C)C=O (DMF). Reaction conditions: time 5 day. The product is C(C1=CC=CC=C1)OC1=C(CNC2=CC=C(C(=N2)OCC=C)C(=O)OCC)C=C(C=C1)Br (ethyl 6-[2-benzyloxy-5-bromobenzylamino]-2-allyloxypyridine-3-carboxylate). Reaction SMILES: [CH2:1]([O:8][C:9]1[CH:28]=[CH:27][C:26]([Br:29])=[CH:25][C:10]=1[CH2:11][NH:12][C:13]1[NH:18][C:17](=[O:19])[C:16]([C:20]([O:22][CH2:23][CH3:24])=[O:21])=[CH:15][CH:14]=1)[C:2]1[CH:7]=[CH:6][CH:5]=[CH:4][CH:3]=1.C(=O)([O-])[O-].[Na+].[Na+].[CH2:36](Br)[CH:37]=[CH2:38].[Cl-].[NH4+]>CN(C=O)C>[CH2:1]([O:8][C:9]1[CH:28]=[CH:27][C:26]([Br:29])=[CH:25][C:10]=1[CH2:11][NH:12][C:13]1[N:18]=[C:17]([O:19][CH2:38][CH:37]=[CH2:36])[C:16]([C:20]([O:22][CH2:23][CH3:24])=[O:21])=[CH:15][CH:14]=1)[C:2]1[CH:7]=[CH:6][CH:5]=[CH:4][CH:3]=1 |f:1.2.3,5.6|. Procedure details: A mixture of ethyl 6-[2-benzyloxy-5-bromobenzylamino]-2-oxo-1,2-dihydropyridine-3-carboxylate (2.78 g), sodium carbonate (0.97 g) and allyl bromide (0.77 ml) in DMF (10 ml) was stirred for 5 days, poured into saturated aqueous ammonium chloride solution and extracted with ethyl acetate. The organic solution was washed with HCl solution, saturated aqueous sodium hydrogen carbonate and brine, dried (Na2SO4), filtered and evaporated. The residue was purified by chromatography, eluting with 2.5% eth... The reactants are [BH4-], CCO, O=Cc1cccn1-c1cc([N+](=O)[O-])ccc1F, [Na+]. Yields the product O=[N+]([O-])c1ccc2c(c1)-n1cccc1CO2. As a reaction SMILES: [BH4-:18].[CH3:20][CH2:21][OH:22].[F:1][c:2]1[c:3](-[n:11]2[c:12]([CH:16]=[O:17])[cH:13][cH:14][cH:15]2)[cH:4][c:5]([N+:8](=[O:9])[O-:10])[cH:6][cH:7]1.[Na+:19]>>[c:2]12[c:3]([cH:4][c:5]([N+:8](=[O:9])[O-:10])[cH:6][cH:7]1)-[n:11]1[c:12]([cH:13][cH:14][cH:15]1)[CH2:16][O:17]2. Conditions: time 17 hour. Procedure details: To a stirred solution of (RS)-2-amino-4,4-dimethyl-5-phenyl-pentan-1-ol (0.97 g) at r.t. in THF (15 ml) under an argon atmosphere were added K2CO3 (0.78 g) and a solution of BrCN (0.59 g) in THF (10 ml). The mixture was stirred for 17 h. The suspension was diluted with EtOAc and washed with H2O. The aqueous phase was back-extracted with EtOAc. The combined organics were washed with brine, dried (MgSO4), filtered and concentrated. The crude product was purified by chromatography on Isolute® Flash... Reaction SMILES: [NH2:1][CH:2]([CH2:5][C:6]([CH3:15])([CH3:14])[CH2:7][C:8]1[CH:13]=[CH:12][CH:11]=[CH:10][CH:9]=1)[CH2:3][OH:4].C([O-])([O-])=O.[K+].[K+].Br[C:23]#[N:24]>C1COCC1.CCOC(C)=O>[CH3:14][C:6]([CH3:15])([CH2:7][C:8]1[CH:9]=[CH:10][CH:11]=[CH:12][CH:13]=1)[CH2:5][CH:2]1[CH2:3][O:4][C:23]([NH2:24])=[N:1]1 |f:1.2.3|. Isolated yield 54.3%. Product: CC(CC1N=C(OC1)N)(CC1=CC=CC=C1)C ((RS)-4-(2,2-dimethyl-3-phenyl-propyl)-4,5-dihydro-oxazol-2-ylamine). Starting materials: NC(CO)CC(CC1=CC=CC=C1)(C)C ((RS)-2-amino-4,4-dimethyl-5-phenyl-pentan-1-ol), C(=O)([O-])[O-].[K+].[K+] (K2CO3), BrC#N (BrCN). The solvent is C1CCOC1 (THF), C1CCOC1 (THF), CCOC(=O)C (EtOAc). Starting materials: CCCI, CS(C)=O, [Na+], O=S1(=O)CCCN1C(c1ccccc1)C(O)c1ccccc1, [OH-], O. Product: CCCOC(c1ccccc1)C(c1ccccc1)N1CCCS1(=O)=O. As a reaction SMILES: [CH2:25]([CH2:26][CH3:27])[I:28].[CH3:29][S:30]([CH3:31])=[O:32].[Na+:24].[O:1]=[S:2]1(=[O:22])[N:3]([CH:7]([CH:8]([OH:9])[c:10]2[cH:11][cH:12][cH:13][cH:14][cH:15]2)[c:16]2[cH:17][cH:18][cH:19][cH:20][cH:21]2)[CH2:4][CH2:5][CH2:6]1.[OH-:23].[OH2:33]>>[O:1]=[S:2]1(=[O:22])[N:3]([CH:7]([CH:8]([O:9][CH2:25][CH2:26][CH3:27])[c:10]2[cH:11][cH:12][cH:13][cH:14][cH:15]2)[c:16]2[cH:17][cH:18][cH:19][cH:20][cH:21]2)[CH2:4][CH2:5][CH2:6]1. Reactants: FC(C1=CC=2N(C3=CC=CC=C3SC2C=C1)CCCN1CCC(CC1)(C)OCCO)(F)F (2-trifluoromethyl-10-[3-(4-β-hydroxyethoxy-4-methyl piperidino)-propyl]-phenothiazine), CCOCC (ether), Cl (hydrogen chloride). Solvent: CC(=O)C (acetone). The product is Cl.FC(C1=CC=2N(C3=CC=CC=C3SC2C=C1)CCCN1CCC(CC1)(C)OCCO)(F)F (2-trifluoromethyl-10-[3-(4-β-hydroxyethoxy-4-methylpiperidino)-propyl]-phenothiazine hydrochloride). Reaction SMILES: [F:1][C:2]([F:32])([F:31])[C:3]1[CH:16]=[CH:15][C:14]2[S:13][C:12]3[C:7](=[CH:8][CH:9]=[CH:10][CH:11]=3)[N:6]([CH2:17][CH2:18][CH2:19][N:20]3[CH2:25][CH2:24][C:23]([O:27][CH2:28][CH2:29][OH:30])([CH3:26])[CH2:22][CH2:21]3)[C:5]=2[CH:4]=1.CCOCC.[ClH:38]>CC(C)=O>[ClH:38].[F:31][C:2]([F:1])([F:32])[C:3]1[CH:16]=[CH:15][C:14]2[S:13][C:12]3[C:7](=[CH:8][CH:9]=[CH:10][CH:11]=3)[N:6]([CH2:17][CH2:18][CH2:19][N:20]3[CH2:21][CH2:22][C:23]([O:27][CH2:28][CH2:29][OH:30])([CH3:26])[CH2:24][CH2:25]3)[C:5]=2[CH:4]=1 |f:4.5|. Reported procedure: The 2-trifluoromethyl-10-[3-(4-β-hydroxyethoxy-4-methyl piperidino)-propyl]-phenothiazine was reacted in acetone with an ether solution of hydrogen chloride and the precipitate formed was recovered by vacuum filtration. The product was crystallized from acetone-ethanol mixture to obtain 9.1 g of 2-trifluoromethyl-10-[3-(4-β-hydroxyethoxy-4-methylpiperidino)-propyl]-phenothiazine hydrochloride as white crystals melting at 218° C and soluble in ethanol, slightly soluble in acetone and insoluble in...